This data is from the Open Reaction Database (ORD), a public repository of structured organic reaction records. The task is: describe an organic reaction: reactants, conditions, products, and yield Product: C1(=CC=CC2=CC=CC=C12)N1CCN(CC1)CCCOC1=CC=C2CCC(NC2=N1)=O (7-[3-(4-Naphthalen-1-yl-piperazin-1-yl)-propoxy]-3,4-dihydro-1H-[1,8]naphthyridin-2-one). Starting materials: N1(CCNCC1)CCCOC1=CC=C2CCC(NC2=N1)=O (7-(3-piperazin-1-yl-propoxy)-3,4-dihydro-1H-[1,8]naphthyridin-2-one), BrC1=CC=CC2=CC=CC=C12 (1-bromo-naphthalene). As a reaction SMILES: [N:1]1([CH2:7][CH2:8][CH2:9][O:10][C:11]2[N:20]=[C:19]3[C:14]([CH2:15][CH2:16][C:17](=[O:21])[NH:18]3)=[CH:13][CH:12]=2)[CH2:6][CH2:5][NH:4][CH2:3][CH2:2]1.Br[C:23]1[C:32]2[C:27](=[CH:28][CH:29]=[CH:30][CH:31]=2)[CH:26]=[CH:25][CH:24]=1>>[C:31]1([N:4]2[CH2:5][CH2:6][N:1]([CH2:7][CH2:8][CH2:9][O:10][C:11]3[N:20]=[C:19]4[C:14]([CH2:15][CH2:16][C:17](=[O:21])[NH:18]4)=[CH:13][CH:12]=3)[CH2:2][CH2:3]2)[C:32]2[C:27](=[CH:26][CH:25]=[CH:24][CH:23]=2)[CH:28]=[CH:29][CH:30]=1. Reported procedure: In a similar manner to the example shown above, 7-(3-piperazin-1-yl-propoxy)-3,4-dihydro-1H-[1,8]naphthyridin-2-one was coupled to 1-bromo-naphthalene to give the title compound (0.189 g). MS: APCI: M+1: 417.2 (Exact Mass: 416.22). Starting materials: [Br-], O=Cc1cccnc1OCc1ccccc1, C1CCOC1, COC(=O)c1ccc(C[P+](c2ccccc2)(c2ccccc2)c2ccccc2)cc1, C[Si](C)(C)[N-][Si](C)(C)C, [Li+]. Yields the product COC(=O)c1ccc(C=Cc2cccnc2OCc2ccccc2)cc1. Reaction SMILES: [Br-:1].[CH2:42]([c:43]1[cH:44][cH:45][cH:46][cH:47][cH:48]1)[O:49][c:50]1[n:51][cH:52][cH:53][cH:54][c:55]1[CH:56]=[O:57].[CH2:58]1[O:59][CH2:60][CH2:61][CH2:62]1.[CH3:2][O:3][C:4](=[O:5])[c:6]1[cH:7][cH:8][c:9]([CH2:10][P+:11]([c:12]2[cH:13][cH:14][cH:15][cH:16][cH:17]2)([c:18]2[cH:19][cH:20][cH:21][cH:22][cH:23]2)[c:24]2[cH:25][cH:26][cH:27][cH:28][cH:29]2)[cH:30][cH:31]1.[CH3:32][Si:33]([N-:34][Si:35]([CH3:36])([CH3:37])[CH3:38])([CH3:39])[CH3:40].[Li+:41]>>[CH3:2][O:3][C:4](=[O:5])[c:6]1[cH:7][cH:8][c:9]([CH:10]=[CH:56][c:55]2[c:50]([O:49][CH2:42][c:43]3[cH:44][cH:45][cH:46][cH:47][cH:48]3)[n:51][cH:52][cH:53][cH:54]2)[cH:30][cH:31]1. Starting materials: ClC1=C(C(=O)OC(C(=O)OCC)C(=C)C)C=C(C(=C1)F)[N+](=O)[O-] (Ethyl 2-(2-chloro-4-fluoro-5-nitrobenzoyl)oxy-3-methyl-3-butenoate), [NH4+].[Cl-] (NH4Cl), crude product. Reagents/catalysts: [Zn] (zinc). The solvent is O1CCCC1 (tetrahydrofuran). Conditions: time 2 hour. The product is ClC1=C(C(=O)OC(C(=O)OCC)C(=C)C)C=C(C(=C1)F)N (ethyl 2-(2-chloro-4-fluoro-5-aminobenzoyl)oxy-3-methyl-3-butenoate). Reaction SMILES: [Cl:1][C:2]1[CH:19]=[C:18]([F:20])[C:17]([N+:21]([O-])=O)=[CH:16][C:3]=1[C:4]([O:6][CH:7]([C:13]([CH3:15])=[CH2:14])[C:8]([O:10][CH2:11][CH3:12])=[O:9])=[O:5].[NH4+].[Cl-]>O1CCCC1.[Zn]>[Cl:1][C:2]1[CH:19]=[C:18]([F:20])[C:17]([NH2:21])=[CH:16][C:3]=1[C:4]([O:6][CH:7]([C:13]([CH3:15])=[CH2:14])[C:8]([O:10][CH2:11][CH3:12])=[O:9])=[O:5] |f:1.2|. Procedure: Ethyl 2-(2-chloro-4-fluoro-5-nitrobenzoyl)oxy-3-methyl-3-butenoate (3.5 g, 10.13 mmoles) was added to a mixture of 2N NH4Cl (80 mL) in tetrahydrofuran (THF) (100 mL) at room temperature. The above mixture was cooled in an ice cold water bath and zinc dust (1.4 g, 21.4 mmoles) was added. The mixture was then stirred at room temperature for 2 hrs. The solid was removed by suction-filtration and the filtrate was concentrated under reduced pressure to give a black oily product. The crude product was... Starting materials: CN, CS(C)=O, O=C1c2cc(F)c(F)cc2OCN1c1ccc([N+](=O)[O-])cc1, O. Yields the product CNc1cc2c(cc1F)C(=O)N(c1ccc([N+](=O)[O-])cc1)CO2. Reaction SMILES: [CH3:23][NH2:24].[CH3:26][S:27](=[O:28])[CH3:29].[F:1][c:2]1[c:3]([F:22])[cH:4][c:5]2[c:6]([cH:21]1)[C:7](=[O:20])[N:8]([c:11]1[cH:12][cH:13][c:14]([N+:17](=[O:18])[O-:19])[cH:15][cH:16]1)[CH2:9][O:10]2.[OH2:25]>>[F:1][c:2]1[c:3]([NH:24][CH3:23])[cH:4][c:5]2[c:6]([cH:21]1)[C:7](=[O:20])[N:8]([c:11]1[cH:12][cH:13][c:14]([N+:17](=[O:18])[O-:19])[cH:15][cH:16]1)[CH2:9][O:10]2. The reactants are [BH3-]C#N, CO, CCCCC=O, COC1C(OC(C(NCCCNC(=O)C(NC(=O)C(NC(=O)NC(C(=O)O)C(C)C)C2CCNC(=N)N2)C(O)C(C)C)C(=O)O)C2OC(n3ccc(=O)[nH]c3=O)C(O)C2O)OC(CN)C1O, [Na+]. Yields the product CCCCCNCC1OC(OC(C(NCCCNC(=O)C(NC(=O)C(NC(=O)NC(C(=O)O)C(C)C)C2CCNC(=N)N2)C(O)C(C)C)C(=O)O)C2OC(n3ccc(=O)[nH]c3=O)C(O)C2O)C(OC)C1O. Reaction SMILES: [C:73]([BH3-:74])#[N:75].[CH3:77][OH:78].[CH:67]([CH2:68][CH2:69][CH2:70][CH3:71])=[O:72].[NH2:1][CH2:2][CH:3]1[CH:4]([OH:66])[CH:5]([O:64][CH3:65])[CH:6]([O:8][CH:9]([CH:10]([NH:11][CH2:12][CH2:13][CH2:14][NH:15][C:16]([CH:17]([NH:18][C:19]([CH:20]([NH:21][C:22]([NH:23][CH:24]([C:25](=[O:26])[OH:27])[CH:28]([CH3:29])[CH3:30])=[O:31])[CH:32]2[NH:33][C:34](=[NH:38])[NH:35][CH2:36][CH2:37]2)=[O:39])[CH:40]([CH:41]([CH3:42])[CH3:43])[OH:44])=[O:45])[C:46](=[O:47])[OH:48])[CH:49]2[O:50][CH:51]([n:56]3[c:57](=[O:63])[nH:58][c:59](=[O:62])[cH:60][cH:61]3)[CH:52]([OH:55])[CH:53]2[OH:54])[O:7]1.[Na+:76]>>[NH:1]([CH2:2][CH:3]1[CH:4]([OH:66])[CH:5]([O:64][CH3:65])[CH:6]([O:8][CH:9]([CH:10]([NH:11][CH2:12][CH2:13][CH2:14][NH:15][C:16]([CH:17]([NH:18][C:19]([CH:20]([NH:21][C:22]([NH:23][CH:24]([C:25](=[O:26])[OH:27])[CH:28]([CH3:29])[CH3:30])=[O:31])[CH:32]2[NH:33][C:34](=[NH:38])[NH:35][CH2:36][CH2:37]2)=[O:39])[CH:40]([CH:41]([CH3:42])[CH3:43])[OH:44])=[O:45])[C:46](=[O:47])[OH:48])[CH:49]2[O:50][CH:51]([n:56]3[c:57](=[O:63])[nH:58][c:59](=[O:62])[cH:60][cH:61]3)[CH:52]([OH:55])[CH:53]2[OH:54])[O:7]1)[CH2:67][CH2:68][CH2:69][CH2:70][CH3:71]. The reactants are Nc1nc(Cl)c(CCCl)c(Cl)n1, [Na+], [OH-], Nc1nc(O)c2c(n1)OCC2, O=P(Cl)(Cl)Cl. Yields the product Nc1nc(Cl)c2c(n1)OCC2. As a reaction SMILES: [NH2:12][c:13]1[n:14][c:15]([Cl:19])[c:16]([CH2:17][CH2:18][Cl:20])[c:21]([Cl:22])[n:23]1.[Na+:30].[OH-:29].[OH:1][c:2]1[c:3]2[c:4]([n:5][c:6]([NH2:8])[n:7]1)[O:9][CH2:10][CH2:11]2.[P:24]([Cl:25])([Cl:26])([Cl:27])=[O:28]>>[c:2]1([Cl:19])[c:3]2[c:4]([n:5][c:6]([NH2:8])[n:7]1)[O:9][CH2:10][CH2:11]2. The reactants are BrC1=CC=C2C(NC(=NC2=C1)CCl)=O (7-bromo-2-chloromethyl-3H-quinazolin-4-one), N1=C(C=CC=C1C)C (2,6-lutidine), P(=O)(Cl)(Cl)Cl (phosphorus oxychloride). The solvent is COCCOC (1,2-dimethoxyethane). Yields the product BrC1=CC=C2C(=NC(=NC2=C1)CCl)Cl (7-bromo-4-chloro-2-chloromethylquinazoline). As a reaction SMILES: [Br:1][C:2]1[CH:11]=[C:10]2[C:5]([C:6](=O)[NH:7][C:8]([CH2:12][Cl:13])=[N:9]2)=[CH:4][CH:3]=1.N1C(C)=CC=CC=1C.P(Cl)(Cl)([Cl:25])=O>COCCOC>[Br:1][C:2]1[CH:11]=[C:10]2[C:5]([C:6]([Cl:25])=[N:7][C:8]([CH2:12][Cl:13])=[N:9]2)=[CH:4][CH:3]=1. Procedure details: Heat a mixture of 7-bromo-2-chloromethyl-3H-quinazolin-4-one (5 g, 18.2 mmol), 2,6-lutidine (5 g), and phosphorus oxychloride (5 mL) in 1,2-dimethoxyethane (500 mL) at 80° C. for 16 hours. Cool the mixture to room temperature and fully evaporate the mixture, then dilute with ether and wash with water. Dry the solvent (Na2SO4) and evaporate the ether to obtain 7-bromo-4-chloro-2-chloromethylquinazoline (3.5 g) as a yellow solid. Starting materials: B8, C([O-])([O-])=O.[K+].[K+] (Potassium carbonate), CI (methyl iodide), OC=1C(=C(C=2C(=NC=CN2)N1)OC(C(C)C)=O)C1=CC(=NO1)C(F)(F)F (isobutyric acid 6-hydroxy-7-(3-trifluoromethyl-isoxazol-5-yl)-pyrido[2,3-b]pyrazin-8-yl ester). Solvent: C(C)#N (acetonitrile), C(C)(=O)OCC (ethyl acetate), O (water). Run at temperature 100 celsius. The product is CN1C(C(=C(C=2C1=NC=CN2)OC(C(C)C)=O)C2=CC(=NO2)C(F)(F)F)=O (isobutyric acid 5-methyl-6-oxo-7-(3-trifluoromethyl-isoxazol-5-yl)-5,6-dihydro-pyrido[2,3-b]pyrazin-8-yl ester). RXN SMILES: [C:1](=O)([O-])[O-].[K+].[K+].CI.[OH:9][C:10]1[C:11]([C:26]2[O:30][N:29]=[C:28]([C:31]([F:34])([F:33])[F:32])[CH:27]=2)=[C:12]([O:20][C:21](=[O:25])[CH:22]([CH3:24])[CH3:23])[C:13]2[C:14]([N:19]=1)=[N:15][CH:16]=[CH:17][N:18]=2>C(#N)C.C(OCC)(=O)C.O>[CH3:1][N:19]1[C:14]2=[N:15][CH:16]=[CH:17][N:18]=[C:13]2[C:12]([O:20][C:21](=[O:25])[CH:22]([CH3:24])[CH3:23])=[C:11]([C:26]2[O:30][N:29]=[C:28]([C:31]([F:33])([F:32])[F:34])[CH:27]=2)[C:10]1=[O:9] |f:0.1.2|. Procedure details: Potassium carbonate (0.023 g) and methyl iodide (0.01 ml) were added to isobutyric acid 6-hydroxy-7-(3-trifluoromethyl-isoxazol-5-yl)-pyrido[2,3-b]pyrazin-8-yl ester (Example 6.6) (0.030 g) in acetonitrile (1.5 ml). The reaction mixture was heated in a microwave to 100° C. for 10 minutes. The reaction mixture was diluted with ethyl acetate and water. The phases were separated. The organic phase was washed with water and brine, dried over magnesium sulfate and concentrated. The residue was purifi... Reactants: COc1ccc(-c2ccc3cnc(Nc4cccc(N)c4)nn23)cn1, COC(C)C(=O)O, CN(C)C=O, ClCCl, [Na+], O=C([O-])O. The product is COc1ccc(-c2ccc3cnc(Nc4cccc(NC(=O)C(C)OC)c4)nn23)cn1. As a reaction SMILES: [CH3:1][O:2][c:3]1[cH:4][cH:5][c:6](-[c:9]2[cH:10][cH:11][c:12]3[cH:13][n:14][c:15]([NH:18][c:19]4[cH:20][c:21]([NH2:25])[cH:22][cH:23][cH:24]4)[n:16][n:17]23)[cH:7][n:8]1.[CH3:26][O:27][CH:28]([C:29](=[O:30])[OH:31])[CH3:32].[CH3:33][N:34]([CH3:35])[CH:36]=[O:37].[Cl:43][CH2:44][Cl:45].[Na+:42].[O-:38][C:39]([OH:40])=[O:41]>>[CH3:1][O:2][c:3]1[cH:4][cH:5][c:6](-[c:9]2[cH:10][cH:11][c:12]3[cH:13][n:14][c:15]([NH:18][c:19]4[cH:20][c:21]([NH:25][C:29]([CH:28]([O:27][CH3:26])[CH3:32])=[O:30])[cH:22][cH:23][cH:24]4)[n:16][n:17]23)[cH:7][n:8]1.